describe an organic reaction: reactants, conditions, products, and yield From a dataset of the Open Reaction Database (ORD), a public repository of structured organic reaction records. Starting materials: C(C)(C)(C)OC(N[C@H]1COC2=C(N(C1=O)C)C=C(C=C2)F)=O (((S)-2-fluoro-9-methyl-8-oxo-6,7,8,9-tetrahydro-5-oxa-9-aza-benzocyclohepten-7-yl)-carbamic acid tert-butyl ester), FC(C(=O)O)(F)F (trifluoroacetic acid). Run in ClCCl (dichloromethane). Yields the product N[C@H]1COC2=C(N(C1=O)C)C=C(C=C2)F ((S)-7-amino-2-fluoro-9-methyl-6,7-dihydro-9H-5-oxa-9-aza-benzocyclohepten-8-one). Isolated yield 90.3%. As a reaction SMILES: C(OC(=O)[NH:7][C@@H:8]1[C:14](=[O:15])[N:13]([CH3:16])[C:12]2[CH:17]=[C:18]([F:21])[CH:19]=[CH:20][C:11]=2[O:10][CH2:9]1)(C)(C)C.FC(F)(F)C(O)=O>ClCCl>[NH2:7][C@@H:8]1[C:14](=[O:15])[N:13]([CH3:16])[C:12]2[CH:17]=[C:18]([F:21])[CH:19]=[CH:20][C:11]=2[O:10][CH2:9]1. Procedure details: A solution of 0.85 g (2.74 mmol) ((S)-2-fluoro-9-methyl-8-oxo-6,7,8,9-tetrahydro-5-oxa-9-aza-benzocyclohepten-7-yl)-carbamic acid tert-butyl ester in 20 ml dichloromethane was treated with 21 ml trifluoroacetic acid for 3 hours. Extraction with aqueous sodium bicarbonate solution and dichloromethane and removal of the solvent gave 0.52 g (90%) (S)-7-amino-2-fluoro-9-methyl-6,7-dihydro-9H-5-oxa-9-aza-benzocyclohepten-8-one as white solid, MS m/e (%): 211.3 (M+H+, 100). Reactants: BrC1=C2C=C(NC2=CC=C1)C(=O)OCC (ethyl 4-bromo-1H-indole-2-carboxylate), Cu(I)CN, CN(C)C=O (DMF), O (water). Reaction conditions: temperature 150 celsius. Yields the product C(#N)C1=C2C=C(NC2=CC=C1)C(=O)OCC (ethyl 4-cyano-1H-indole-2-carboxylate). Isolated yield 82.0%. Reaction SMILES: Br[C:2]1[CH:10]=[CH:9][CH:8]=[C:7]2[C:3]=1[CH:4]=[C:5]([C:11]([O:13][CH2:14][CH3:15])=[O:12])[NH:6]2.O.[CH3:17][N:18](C=O)C>>[C:17]([C:2]1[CH:10]=[CH:9][CH:8]=[C:7]2[C:3]=1[CH:4]=[C:5]([C:11]([O:13][CH2:14][CH3:15])=[O:12])[NH:6]2)#[N:18]. Procedure: To a stirred solution of ethyl 4-bromo-1H-indole-2-carboxylate (500 mg, 1.86 mmol) in DMF (10 mL) was added Cu(I)CN (501 mg, 5.59 mmol) and heated to 150° C. for 24 h. The reaction mixture was cooled to room temperature, the water (25 mL) was added and the reaction mixture extracted with ethyl acetate (4×50 mL). The organic layer was washed with water (25 mL), brine (25 mL), dried over anhydrous Na2SO4 and evaporated under reduced pressure to get the crude product. The crude product was purified... Starting materials: C(C)OC(=O)C1(CCN(CC1)CC1=CC=C(C=C1)F)S(=O)(=O)C1=CC=C(C=C1)OC (1-(4-fluoro-benzyl)-4-(4-methoxy-benzenesulfonyl)-piperidine-4-carboxylic acid ethyl ester). Run in C1CCOC1.CO (THF methanol), [OH-].[Na+] (NaOH). Product: FC1=CC=C(CN2CCC(CC2)(C(=O)O)S(=O)(=O)C2=CC=C(C=C2)OC)C=C1 (1-(4-Fluoro-benzyl)-4-(4-methoxy-benzenesulfonyl)-piperidine-4-carboxylic acid). RXN SMILES: C([O:3][C:4]([C:6]1([S:20]([C:23]2[CH:28]=[CH:27][C:26]([O:29][CH3:30])=[CH:25][CH:24]=2)(=[O:22])=[O:21])[CH2:11][CH2:10][N:9]([CH2:12][C:13]2[CH:18]=[CH:17][C:16]([F:19])=[CH:15][CH:14]=2)[CH2:8][CH2:7]1)=[O:5])C>C1COCC1.CO.[OH-].[Na+]>[F:19][C:16]1[CH:15]=[CH:14][C:13]([CH2:12][N:9]2[CH2:10][CH2:11][C:6]([S:20]([C:23]3[CH:24]=[CH:25][C:26]([O:29][CH3:30])=[CH:27][CH:28]=3)(=[O:22])=[O:21])([C:4]([OH:5])=[O:3])[CH2:7][CH2:8]2)=[CH:18][CH:17]=1 |f:1.2,3.4|. Procedure details: 1-(4-Fluoro-benzyl)-4-(4-methoxy-benzenesulfonyl)-piperidine-4-carboxylic acid was prepared starting from 1-(4-fluoro-benzyl)-4-(4-methoxy-benzenesulfonyl)-piperidine-4-carboxylic acid ethyl ester (17.4 g, 40 mmol) dissolved in THF:methanol 3:1 and 10 N NaOH (40 ml). The resulting reaction mixture was worked up as outlined in example 83. Yield 10.8 g (66%); colorlesssolid; mp 154° C.; MS: 408 (M+H)+.